Dataset: the Open Reaction Database (ORD), a public repository of structured organic reaction records. Task: describe an organic reaction: reactants, conditions, products, and yield Reactants: CNC, CO, C=Cc1nc2c([nH]c(=O)c3ccccc32)s1, ClCCl. Product: CN(C)CCc1nc2c([nH]c(=O)c3ccccc32)s1. Reaction SMILES: [CH3:17][NH:18][CH3:19].[CH3:23][OH:24].[CH:1](=[CH2:2])[c:3]1[s:4][c:5]2[nH:6][c:7](=[O:16])[c:8]3[cH:9][cH:10][cH:11][cH:12][c:13]3[c:14]2[n:15]1.[Cl:20][CH2:21][Cl:22]>>[CH2:1]([CH2:2][N:18]([CH3:17])[CH3:19])[c:3]1[s:4][c:5]2[nH:6][c:7](=[O:16])[c:8]3[cH:9][cH:10][cH:11][cH:12][c:13]3[c:14]2[n:15]1. The reactants are COc1ccc2c(c1)CCC(NC(C)=O)C2, ClCCl. Yields the product CC(=O)NC1CCc2cc(O)ccc2C1. As a reaction SMILES: [CH3:1][O:2][c:3]1[cH:4][c:5]2[c:10]([cH:11][cH:12]1)[CH2:9][CH:8]([NH:13][C:14]([CH3:15])=[O:16])[CH2:7][CH2:6]2.[Cl:17][CH2:18][Cl:19]>>[OH:2][c:3]1[cH:4][c:5]2[c:10]([cH:11][cH:12]1)[CH2:9][CH:8]([NH:13][C:14]([CH3:15])=[O:16])[CH2:7][CH2:6]2. Starting materials: CC(C)(C)P(C(C)(C)C)C(C)(C)C, CCOc1ccccc1B(O)O, C1CCOC1, [F-], [K+], O=[N+]([O-])c1ccc(Br)c([N+](=O)[O-])c1, O=C(C=Cc1ccccc1)C=Cc1ccccc1, O=C(C=Cc1ccccc1)C=Cc1ccccc1, O=C(C=Cc1ccccc1)C=Cc1ccccc1, [Pd], [Pd]. Yields the product CCOc1ccccc1-c1ccc([N+](=O)[O-])cc1[N+](=O)[O-]. RXN SMILES: [C:28]([P:29]([C:30]([CH3:31])([CH3:32])[CH3:33])[C:34]([CH3:35])([CH3:36])[CH3:37])([CH3:38])([CH3:39])[CH3:40].[CH2:1]([CH3:2])[O:3][c:4]1[c:5]([B:10]([OH:11])[OH:12])[cH:6][cH:7][cH:8][cH:9]1.[CH2:41]1[O:42][CH2:43][CH2:44][CH2:45]1.[F-:13].[K+:14].[N+:15](=[O:16])([O-:17])[c:18]1[c:19]([Br:27])[cH:20][cH:21][c:22]([N+:24](=[O:25])[O-:26])[cH:23]1.[O:48]=[C:49]([CH:50]=[CH:51][c:52]1[cH:53][cH:54][cH:55][cH:56][cH:57]1)[CH:58]=[CH:59][c:60]1[cH:61][cH:62][cH:63][cH:64][cH:65]1.[O:66]=[C:67]([CH:68]=[CH:69][c:70]1[cH:71][cH:72][cH:73][cH:74][cH:75]1)[CH:76]=[CH:77][c:78]1[cH:79][cH:80][cH:81][cH:82][cH:83]1.[O:84]=[C:85]([CH:86]=[CH:87][c:88]1[cH:89][cH:90][cH:91][cH:92][cH:93]1)[CH:94]=[CH:95][c:96]1[cH:97][cH:98][cH:99][cH:100][cH:101]1.[Pd:46].[Pd:47]>>[CH2:1]([CH3:2])[O:3][c:4]1[c:5](-[c:19]2[c:18]([N+:15](=[O:16])[O-:17])[cH:23][c:22]([N+:24](=[O:25])[O-:26])[cH:21][cH:20]2)[cH:6][cH:7][cH:8][cH:9]1. Starting materials: C=C (ethene), C(C)(=O)O (acetic acid), C=CCC (1-butene), FC(C(=O)O)(F)F (trifluoroacetic acid). The solvent is C(C)(=O)OCC (ethyl acetate), C(C)(=O)OCC (ethyl acetate). Yields the product FC(C(=O)OC(C)CC)(F)F (2-butyl trifluoroacetate). RXN SMILES: C=C.C(O)(=O)C.[CH2:7]=[CH:8][CH2:9][CH3:10].[F:11][C:12]([F:17])([F:16])[C:13]([OH:15])=[O:14]>C(OCC)(=O)C>[F:11][C:12]([F:17])([F:16])[C:13]([O:15][CH:8]([CH2:9][CH3:10])[CH3:7])=[O:14]. Reported procedure: In addition, the esterification of olefins with carboxylic acids and subsequent ester hydrolysis of the alkyl esters formed to the corresponding alcohol with recovery of the acid is known. For instance, U.S. Pat. No. 4,384,148 describes the reaction of ethene with acetic acid to give ethyl acetate in an autoclave. The subsequent hydrolysis of the ethyl acetate removed by distillation with water in a molar ratio of 1:5 in an autoclave affords a mixture comprising ethyl acetate, ethanol and diethy...